Dataset: the Open Reaction Database (ORD), a public repository of structured organic reaction records. Task: describe an organic reaction: reactants, conditions, products, and yield The reactants are CC1=CC(NN=C1C1=CC(=CC=C1)[N+](=O)[O-])=O (5-methyl-6-(m-nitrophenyl)-3(2H)-pyridazinone), P(=O)(Cl)(Cl)Cl (phosphorus oxychloride). The product is CC=1C=C(N=NC1C1=CC(=CC=C1)[N+](=O)[O-])Cl (5-methyl-6-(m-nitrophenyl)-3-chloropyridazine). As a reaction SMILES: [CH3:1][C:2]1[C:7]([C:8]2[CH:13]=[CH:12][CH:11]=[C:10]([N+:14]([O-:16])=[O:15])[CH:9]=2)=[N:6][NH:5][C:4](=O)[CH:3]=1.P(Cl)(Cl)([Cl:20])=O>>[CH3:1][C:2]1[CH:3]=[C:4]([Cl:20])[N:5]=[N:6][C:7]=1[C:8]1[CH:13]=[CH:12][CH:11]=[C:10]([N+:14]([O-:16])=[O:15])[CH:9]=1. Reported procedure: A 22.7 g. portion of 5-methyl-6-(m-nitrophenyl)-3(2H)-pyridazinone in 230 ml. of phosphorus oxychloride is heated on a steam bath for 3 hours. The reaction mixture is poured portionwise into crushed ice with stirring. The resulting solid is collected by filtration, washed with water and then dried yielding 5-methyl-6-(m-nitrophenyl)-3-chloropyridazine, m.p. 169°-171° C.